Dataset: the Open Reaction Database (ORD), a public repository of structured organic reaction records. Task: describe an organic reaction: reactants, conditions, products, and yield The reactants are CC1=NC2=CC=CC=C2C1(C)C (2,3,3-trimethylindolenine), BrCCCCCC(=O)O (6-bromohexanoic acid). The product is [Br-].C(=O)(O)CCCCC[NH+]1C(C(C2=CC=CC=C12)(C)C)C (N-(5-carboxypentyl)-2,3,3-trimethylindolinium bromide), yellow crystals. Yield: 71.2%. RXN SMILES: [CH3:1][C:2]1[C:10]([CH3:12])([CH3:11])[C:9]2[C:4](=[CH:5][CH:6]=[CH:7][CH:8]=2)[N:3]=1.[Br:13][CH2:14][CH2:15][CH2:16][CH2:17][CH2:18][C:19]([OH:21])=[O:20]>>[Br-:13].[C:19]([CH2:18][CH2:17][CH2:16][CH2:15][CH2:14][NH+:3]1[C:4]2[C:9](=[CH:8][CH:7]=[CH:6][CH:5]=2)[C:10]([CH3:12])([CH3:11])[CH:2]1[CH3:1])([OH:21])=[O:20] |f:2.3|. Procedure details: N-(5-carboxypentyl)-2,3,3-trimethylindolinium bromide was prepared by the process set forth in Example IA with 2,3,3-trimethylindolenine and 6-bromohexanoic acid to produce 2.43 grams (71.2 percent yield) of yellow crystals. 1H and 13C NMR spectra indicated the following: Reactants: NCc1ccccc1, CCCCCC, CN(C)C=O, O=C(CCCl)Nc1ccc2[nH]ncc2c1. Product: O=C(CCNCc1ccccc1)Nc1ccc2[nH]ncc2c1. RXN SMILES: [CH2:1]([c:2]1[cH:3][cH:4][cH:5][cH:6][cH:7]1)[NH2:8].[CH3:24][CH2:25][CH2:26][CH2:27][CH2:28][CH3:29].[CH3:30][N:31]([CH3:32])[CH:33]=[O:34].[Cl:9][CH2:10][CH2:11][C:12](=[O:13])[NH:14][c:15]1[cH:16][c:17]2[cH:18][n:19][nH:20][c:21]2[cH:22][cH:23]1>>[CH2:1]([c:2]1[cH:3][cH:4][cH:5][cH:6][cH:7]1)[NH:8][CH2:10][CH2:11][C:12](=[O:13])[NH:14][c:15]1[cH:16][c:17]2[cH:18][n:19][nH:20][c:21]2[cH:22][cH:23]1.